Dataset: the Open Reaction Database (ORD), a public repository of structured organic reaction records. Task: describe an organic reaction: reactants, conditions, products, and yield Product: NC=1C=CC(=C(C1)N1N=NN(C1=O)C)N1CCN(CC1)C1COC1 (1-(5-amino-2-(4-(oxetan-3-yl)piperazin-1-yl)phenyl)-4-methyl-1,4-dihydro-5H-tetrazol-5-one). Procedure details: 1-methyl-4-(5-nitro-2-(4-(oxetan-3-yl)piperazin-1-yl)phenyl)-1,4-dihydro-5H-tetrazol-5-one (0.75 g, 1.0 eq, 2.1 mmol) was suspended in a mixture of EtOH/MeOH (1:1, 100 mL) in a 250 mL round bottom flask and the reaction flask was charged with Pd—C (10% loading, 0.25 g). The reaction flask was evacuated under house vacuum and subsequently filled with hydrogen while stirring. This procedure was repeated three times and the reaction mixture was stirred for 3 hours under an H2 balloon. The mixture w... Reaction SMILES: [CH3:1][N:2]1[C:6](=[O:7])[N:5]([C:8]2[CH:13]=[C:12]([N+:14]([O-])=O)[CH:11]=[CH:10][C:9]=2[N:17]2[CH2:22][CH2:21][N:20]([CH:23]3[CH2:26][O:25][CH2:24]3)[CH2:19][CH2:18]2)[N:4]=[N:3]1>CCO.CO.[Pd]>[NH2:14][C:12]1[CH:11]=[CH:10][C:9]([N:17]2[CH2:22][CH2:21][N:20]([CH:23]3[CH2:26][O:25][CH2:24]3)[CH2:19][CH2:18]2)=[C:8]([N:5]2[C:6](=[O:7])[N:2]([CH3:1])[N:3]=[N:4]2)[CH:13]=1 |f:1.2|. Yield: 78.0%. Run in CCO.CO (EtOH MeOH). Reactants: CN1N=NN(C1=O)C1=C(C=CC(=C1)[N+](=O)[O-])N1CCN(CC1)C1COC1 (1-methyl-4-(5-nitro-2-(4-(oxetan-3-yl)piperazin-1-yl)phenyl)-1,4-dihydro-5H-tetrazol-5-one). Reagents/catalysts: [Pd] (Pd—C). Starting materials: NC(C(C)C)P(O)(O)=O (1-Amino-2-methylpropylphosphonic acid), [OH-].[Na+] (sodium hydroxide), C1(=CC=CC=C1)CCC(=O)Cl (3-phenylpropanoyl chloride). Solvent: O (water). Conditions: time 16 hour. Yields the product CC(C(NC(CCC1=CC=CC=C1)=O)P(O)(O)=O)C (2-methyl-1-(3-phenylpropanoylamino)propylphosphonic acid). The yield is 11.0%. RXN SMILES: [NH2:1][CH:2]([P:6](=[O:9])([OH:8])[OH:7])[CH:3]([CH3:5])[CH3:4].[OH-].[Na+].[C:12]1([CH2:18][CH2:19][C:20](Cl)=[O:21])[CH:17]=[CH:16][CH:15]=[CH:14][CH:13]=1>O>[CH3:4][CH:3]([CH3:5])[CH:2]([P:6](=[O:8])([OH:7])[OH:9])[NH:1][C:20](=[O:21])[CH2:19][CH2:18][C:12]1[CH:17]=[CH:16][CH:15]=[CH:14][CH:13]=1 |f:1.2|. Procedure: 1-Amino-2-methylpropylphosphonic acid (2.7 g) described in Synthesis 370(1988) was dissolved in water (27 ml), and the solution was added with 5 N aqueous sodium hydroxide (10.5 ml) and 3-phenylpropanoyl chloride (2.6 ml) and stirred at room temperature for 16 hours. The reaction mixture was washed with diethyl ether and acidified with hydrochloric acid. The organic substances were extracted with ethyl acetate, and the extract was washed with saturated brine to obtain 2-methyl-1-(3-phenylpropano...